describe an organic reaction: reactants, conditions, products, and yield From a dataset of the Open Reaction Database (ORD), a public repository of structured organic reaction records. Reactants: NC1=C2CC(NC2=CC=C1)=O (4-amino-oxindole), ClCC(=O)Cl (chloroacetyl chloride). Yields the product ClCC(=O)NC1=C2CC(NC2=CC=C1)=O (2-Chloro-N-(2-oxo-2,3-dihydro-1H-indol-4-yl)acetamide). Reaction SMILES: [NH2:1][C:2]1[CH:10]=[CH:9][CH:8]=[C:7]2[C:3]=1[CH2:4][C:5](=[O:11])[NH:6]2.[Cl:12][CH2:13][C:14](Cl)=[O:15]>>[Cl:12][CH2:13][C:14]([NH:1][C:2]1[CH:10]=[CH:9][CH:8]=[C:7]2[C:3]=1[CH2:4][C:5](=[O:11])[NH:6]2)=[O:15]. Procedure: The subtitle compound was prepared from 4-amino-oxindole (0.19 g) (J. Org. Chem., 1983, 48 (15), 2468-72) and chloroacetyl chloride (0.1 ml) by the method of Example 15 step (i). Yield: 0.25 g Reactants: CCOC(=O)C1C2CCC(C2)N1C(=O)c1ccc(OC)cc1, Cl, [Na+], C1CCOC1, [OH-]. Yields the product COc1ccc(C(=O)N2C3CCC(C3)C2C(=O)O)cc1. RXN SMILES: [CH3:1][O:2][c:3]1[cH:4][cH:5][c:6]([C:7](=[O:8])[N:9]2[CH:10]3[CH2:11][CH2:12][CH:13]([CH:14]2[C:15](=[O:16])[O:17][CH2:18][CH3:19])[CH2:20]3)[cH:21][cH:22]1.[ClH:25].[Na+:24].[O:26]1[CH2:27][CH2:28][CH2:29][CH2:30]1.[OH-:23]>>[CH3:1][O:2][c:3]1[cH:4][cH:5][c:6]([C:7](=[O:8])[N:9]2[CH:10]3[CH2:11][CH2:12][CH:13]([CH:14]2[C:15](=[O:16])[OH:17])[CH2:20]3)[cH:21][cH:22]1. Reactants: Br, CC(=O)O, COc1cc2ncn(-c3ccccc3)c2cc1C(=O)O, Cl. The product is Br, O=C(O)c1cc2c(cc1O)ncn2-c1ccccc1. Reaction SMILES: [BrH:22].[CH3:23][C:24](=[O:25])[OH:26].[CH3:2][O:3][c:4]1[cH:5][c:6]2[c:7]([n:8](-[c:11]3[cH:12][cH:13][cH:14][cH:15][cH:16]3)[cH:9][n:10]2)[cH:17][c:18]1[C:19](=[O:20])[OH:21].[ClH:1]>>[BrH:22].[OH:3][c:4]1[cH:5][c:6]2[c:7]([n:8](-[c:11]3[cH:12][cH:13][cH:14][cH:15][cH:16]3)[cH:9][n:10]2)[cH:17][c:18]1[C:19](=[O:20])[OH:21].